Dataset: the Open Reaction Database (ORD), a public repository of structured organic reaction records. Task: describe an organic reaction: reactants, conditions, products, and yield Starting materials: ClC=1C=C(C=CC1)[C@@H]1CN(C(O1)=O)[C@@H](CC1=CC(=C(C=C1)O)O)C ((R,R)-5-(3-chlorophenyl)-3-(2-(3,4-dihydroxyphenyl)-1-methylethyl)-2-oxazolidinone), BrC(C(=O)OCC)(C(=O)OCC)Br (diethyl dibromomalonate), C([O-])([O-])=O.[K+].[K+] (potassium carbonate). Solvent: CC(=O)C (acetone). The product is O1C(OC2=C1C=CC=C2)(C(=O)OCC)C(=O)OCC (1,3benzodioxole-2,2-dicarboxylic acid, diethyl ester). Reaction SMILES: ClC1C=C([C@H]2OC(=O)N([C@H](C)C[C:16]3[CH:21]=[CH:20][C:19]([OH:22])=[C:18]([OH:23])[CH:17]=3)C2)C=CC=1.Br[C:26](Br)([C:32]([O:34][CH2:35][CH3:36])=[O:33])[C:27]([O:29][CH2:30][CH3:31])=[O:28].C(=O)([O-])[O-].[K+].[K+]>CC(C)=O>[O:22]1[C:19]2[CH:20]=[CH:21][CH:16]=[CH:17][C:18]=2[O:23][C:26]1([C:27]([O:29][CH2:30][CH3:31])=[O:28])[C:32]([O:34][CH2:35][CH3:36])=[O:33] |f:2.3.4|. Procedure details: More specifically, the chiral synthesis may be carried out by performing the synthetic reaction sequence outlined in Scheme III. L-DOPA 19 is treated with di-t-butyl-dicarbonate in dimethylformamide, giving (S)-N-(1-(1,1-dimethylethoxy)carbonyl)-3-hydroxy-L-tyrosine 20 which is reacted with methyl iodide and anhydrous potassium carbonate in acetone, giving (S)-N-(1,1-dimethylethoxy)carbonyl)-3,4-dimethoxy-L-phenylalanine methyl ester 21 which is reduced with lithium borohydride giving (S)-1,1-di... Reactants: CN1N=C(N=N1)C=1C=C(COCC2(CCN(CC2)C(=O)OC(C)(C)C)C2=CC=CC=C2)C=C(C1)C(F)(F)F (tert-Butyl 4-((3-(2-methyl-2H-tetrazol-5-yl)-5-(trifluoromethyl)benzyloxy)methyl)-4-phenylpiperidine-1-carboxylate), Cl (hydrochloric acid). Solvent: C(C)(=O)OCC (ethyl acetate). Run at time 1 hour. Yields the product CN1N=C(N=N1)C=1C=C(COCC2(CCNCC2)C2=CC=CC=C2)C=C(C1)C(F)(F)F (4-((3-(2-Methyl-2H-tetrazol-5-yl)-5-(trifluoromethyl)benzyloxy)methyl)-4-phenylpiperidine). RXN SMILES: [CH3:1][N:2]1[N:6]=[N:5][C:4]([C:7]2[CH:8]=[C:9]([CH:32]=[C:33]([C:35]([F:38])([F:37])[F:36])[CH:34]=2)[CH2:10][O:11][CH2:12][C:13]2([C:26]3[CH:31]=[CH:30][CH:29]=[CH:28][CH:27]=3)[CH2:18][CH2:17][N:16](C(OC(C)(C)C)=O)[CH2:15][CH2:14]2)=[N:3]1.Cl>C(OCC)(=O)C>[CH3:1][N:2]1[N:6]=[N:5][C:4]([C:7]2[CH:8]=[C:9]([CH:32]=[C:33]([C:35]([F:37])([F:38])[F:36])[CH:34]=2)[CH2:10][O:11][CH2:12][C:13]2([C:26]3[CH:31]=[CH:30][CH:29]=[CH:28][CH:27]=3)[CH2:14][CH2:15][NH:16][CH2:17][CH2:18]2)=[N:3]1. Procedure: tert-Butyl 4-((3-(2-methyl-2H-tetrazol-5-yl)-5-(trifluoromethyl)benzyloxy)methyl)-4-phenylpiperidine-1-carboxylate (48.0 mg, 0.09 mmol) was dissolved in a minimum amount of ethyl acetate, followed by addition of 4 N hydrochloric acid (1 mL). The mixture was stirred under nitrogen for 1 h. After removing the solvents, the crude mixture was precipitated in diethyl ether and filtered to afford 26.0 mg (67%) as a white powder. 1H-NMR (CDCl3, 300 MHz) δ 8.23 (s, 1H), 8.10 (s, 1H), 7.40 (s, 1H), 7.28-... Reactants: ClCCl, CSc1nc(C)nc(Cl)n1, I. Yields the product CSc1nc(C)nc(I)n1. RXN SMILES: [Cl:12][CH2:13][Cl:14].[Cl:1][c:2]1[n:3][c:4]([S:9][CH3:10])[n:5][c:6]([CH3:8])[n:7]1.[IH:11]>>[c:2]1([I:11])[n:3][c:4]([S:9][CH3:10])[n:5][c:6]([CH3:8])[n:7]1. RXN SMILES: [C:1]([C:3]1[CH:10]=[CH:9][C:6]([CH:7]=[O:8])=[C:5](F)[CH:4]=1)#[N:2].[C:12]1([OH:18])[CH:17]=[CH:16][CH:15]=[CH:14][CH:13]=1.C(=O)([O-])[O-].[K+].[K+]>CN(C)C=O.O>[C:1]([C:3]1[CH:10]=[CH:9][C:6]([CH:7]=[O:8])=[C:5]([O:18][C:12]2[CH:17]=[CH:16][CH:15]=[CH:14][CH:13]=2)[CH:4]=1)#[N:2] |f:2.3.4|. Run at temperature 120 celsius. Product: C(#N)C1=CC(=C(C=O)C=C1)OC1=CC=CC=C1 (4-cyano-2-phenoxybenzaldehyde). Reactants: C(#N)C1=CC(=C(C=O)C=C1)F (4-cyano-2-fluorobenzaldehyde), C1(=CC=CC=C1)O (phenol), C([O-])([O-])=O.[K+].[K+] (potassium carbonate). Run in CN(C=O)C (dimethylformamide), O (water). Procedure details: A stirred mixture of 4-cyano-2-fluorobenzaldehyde (2.23 g, 15 mmol), phenol (1.6 g, 17 mmol) and potassium carbonate (2.35 g, 17 mmol) in dried dimethylformamide (15 ml) was heated to 120° C. for 1 hour. After cooling, the mixture was diluted with water (50 ml) and extracted with diethyl ether (2×25 ml). The extracts were washed with 0.1M sodium hydroxide (2×50 ml), brine (50 ml), dried, filtered and evaporated to a yellow oil. Flash chromatography on silica, eluting with diethyl ether:hexane 1:... Reactants: ClC=1C=C(C=CC1)C=1CCC(NN1)=O (6-(m-chlorophenyl)-4,5-dihydro-3(2H)-pyridazinone), ClC=1C=C(C=CC1)C1=CC=C(N=N1)NN (6-(m-chlorophenyl)-3-hydrazinopyridazine), C(C)(=O)Cl (acetyl chloride). Yields the product CC1=NN=C2N1N=C(C=C2)C2=CC(=CC=C2)Cl (3-methyl-6-(m-chlorophenyl)-1,2,4-triazolo[4,3-b]pyridazine). Reaction SMILES: [Cl:1][C:2]1[CH:3]=[C:4]([C:8]2[CH2:9][CH2:10][C:11](=O)[NH:12][N:13]=2)[CH:5]=[CH:6][CH:7]=1.ClC1C=C(C2[N:27]=[N:26][C:25](NN)=[CH:24]C=2)C=CC=1.C(Cl)(=O)C>>[CH3:24][C:25]1[N:12]2[N:13]=[C:8]([C:4]3[CH:5]=[CH:6][CH:7]=[C:2]([Cl:1])[CH:3]=3)[CH:9]=[CH:10][C:11]2=[N:27][N:26]=1. Procedure details: Following the general procedure of Example 12, 6-(m-chlorophenyl)-4,5-dihydro-3(2H)-pyridazinone is converted to 6-(m-chlorophenyl)-3-hydrazinopyridazine which is treated with acetyl chloride to give the title compound, m.p. 165°-167° C. The reactants are [H-].[Na+] (sodium hydride), [I-].[Na+] (sodium iodide), C(P(OC(C)C)(OC(C)C)=O)P(OC(C)C)(OC(C)C)=O (tetraisopropyl methylenebisphosphonate), BrC(C(=O)OCC)CC (ethyl bromobutyrate). The solvent is CN(C=O)C (N,N-dimethylformamide), O (Water). Conditions: time 10 minute. The product is C(C)(C)OP(=O)(C(CCCC(=O)O)P(=O)(OC(C)C)OC(C)C)OC(C)C (5,5-bis(diisopropoxyphosphinoyl)valeric acid). Isolated yield 8.7%. Reaction SMILES: [H-].[Na+].[CH2:3]([P:14](=[O:23])([O:19][CH:20]([CH3:22])[CH3:21])[O:15][CH:16]([CH3:18])[CH3:17])[P:4](=[O:13])([O:9][CH:10]([CH3:12])[CH3:11])[O:5][CH:6]([CH3:8])[CH3:7].Br[CH:25]([CH2:31][CH3:32])[C:26]([O:28]CC)=[O:27].[I-].[Na+]>CN(C)C=O.O>[CH:20]([O:19][P:14]([O:15][CH:16]([CH3:18])[CH3:17])([CH:3]([P:4]([O:9][CH:10]([CH3:11])[CH3:12])([O:5][CH:6]([CH3:8])[CH3:7])=[O:13])[CH2:32][CH2:31][CH2:25][C:26]([OH:28])=[O:27])=[O:23])([CH3:22])[CH3:21] |f:0.1,4.5|. Procedure: Under a nitrogen atmosphere, 60% sodium hydride (2.56 g) was suspended in dry N,N-dimethylformamide (20 ml), and tetraisopropyl methylenebisphosphonate (20.0 g) was added dropwise thereto at room temperature. After stirring for 10 minutes, ethyl bromobutyrate (8.4 ml) was added dropwise thereto and the resulting mixture was stirred at 100° C. for 1 hour. Then, sodium iodide (0.85 g) was added thereto and stirred for 4 hours. Water was added thereto, followed by extraction (twice) with ethyl acet... Starting materials: CC(C)C(C(N)=O)(c1ccccc1)N1C(=O)C(NC(=O)Nc2cccc(C(=O)OC(C)(C)C)c2)N=C(c2ccccc2)c2ccccc21, ClCCl. Yields the product CC(C)C(C(N)=O)(c1ccccc1)N1C(=O)C(NC(=O)Nc2cccc(C(=O)O)c2)N=C(c2ccccc2)c2ccccc21. As a reaction SMILES: [C:1]([CH3:2])([CH3:3])([CH3:4])[O:5][C:6]([c:7]1[cH:8][c:9]([NH:13][C:14](=[O:15])[NH:16][CH:17]2[N:18]=[C:19]([c:42]3[cH:43][cH:44][cH:45][cH:46][cH:47]3)[c:20]3[c:21]([cH:38][cH:39][cH:40][cH:41]3)[N:22]([C:25]([C:26]([NH2:27])=[O:28])([c:29]3[cH:30][cH:31][cH:32][cH:33][cH:34]3)[CH:35]([CH3:36])[CH3:37])[C:23]2=[O:24])[cH:10][cH:11][cH:12]1)=[O:48].[Cl:49][CH2:50][Cl:51]>>[O:5]=[C:6]([c:7]1[cH:8][c:9]([NH:13][C:14](=[O:15])[NH:16][CH:17]2[N:18]=[C:19]([c:42]3[cH:43][cH:44][cH:45][cH:46][cH:47]3)[c:20]3[c:21]([cH:38][cH:39][cH:40][cH:41]3)[N:22]([C:25]([C:26]([NH2:27])=[O:28])([c:29]3[cH:30][cH:31][cH:32][cH:33][cH:34]3)[CH:35]([CH3:36])[CH3:37])[C:23]2=[O:24])[cH:10][cH:11][cH:12]1)[OH:48]. Starting materials: CC=1C(=NC2=CC=CC=C2N1)C1=NNC(=C1)N (3-(3-methylquinoxalin-2-yl)-1H-pyrazol-5-amine), C(CC(=O)O)(=O)OCC (ethyl hydrogen malonate), Cl.C(C)N=C=NCCCN(C)C (N-ethyl-N′-(3-dimethylaminopropyl)carbodiimide hydrochloride). Run in N1=CC=CC=C1 (pyridine). Run at time 30 minute. Yields the product CC=1C(=NC2=CC=CC=C2N1)C1=NNC(=C1)NC(CC(=O)OCC)=O (ethyl 3-{[3-(3-methylquinoxalin-2-yl)-1H-pyrazol-5-yl]amino}-3-oxopropanoate). RXN SMILES: [CH3:1][C:2]1[C:3]([C:12]2[CH:16]=[C:15]([NH2:17])[NH:14][N:13]=2)=[N:4][C:5]2[C:10]([N:11]=1)=[CH:9][CH:8]=[CH:7][CH:6]=2.[C:18]([O:24][CH2:25][CH3:26])(=[O:23])[CH2:19][C:20](O)=[O:21].Cl.C(N=C=NCCCN(C)C)C>N1C=CC=CC=1>[CH3:1][C:2]1[C:3]([C:12]2[CH:16]=[C:15]([NH:17][C:20](=[O:21])[CH2:19][C:18]([O:24][CH2:25][CH3:26])=[O:23])[NH:14][N:13]=2)=[N:4][C:5]2[C:10]([N:11]=1)=[CH:9][CH:8]=[CH:7][CH:6]=2 |f:2.3|. Procedure: To a suspension of 3-(3-methylquinoxalin-2-yl)-1H-pyrazol-5-amine (5.00 g, 22.2 mmol) and ethyl hydrogen malonate (2.88 mL, 24.4 mmol) in pyridine (89 mL) was added N-ethyl-N′-(3-dimethylaminopropyl)carbodiimide hydrochloride (6.38 g, 33.3 mmol) at 0° C. and stirred for 30 min. The reaction mixture was stirred for 1 h at room temperature and then concentrated in vacuo. The residue was diluted with water (100 mL) and the resulting precipitate was collected and washed with water followed by diethy... Starting materials: ClC1=C(C=NC2=CC(=C(C=C12)OC)OC)C#N (4-chloro-6,7-dimethoxy-quinolin-3-carbonitrile), NC1=CC2=C(NC(S2)=O)C=C1 (6-amino-2-benzothiazolinone), Cl.N1=CC=CC=C1 (pyridine hydrochloride), C(C)OC(C)O (ethoxyethanol), C([O-])([O-])=O.[Na+].[Na+] (sodium carbonate), Cl (hydrochloric acid). Run in O (water). Yields the product COC=1C=C2C(=C(C=NC2=CC1OC)C#N)NC1=CC2=C(NC(S2)=O)C=C1 (6,7-dimethoxy-4-(2-oxo-2,3-dihydro-benzothiazol-6-ylamino)-quinoline-3-carbonitrile). The yield is 86.3%. RXN SMILES: Cl[C:2]1[C:11]2[C:6](=[CH:7][C:8]([O:14][CH3:15])=[C:9]([O:12][CH3:13])[CH:10]=2)[N:5]=[CH:4][C:3]=1[C:16]#[N:17].[NH2:18][C:19]1[CH:28]=[CH:27][C:22]2[NH:23][C:24](=[O:26])[S:25][C:21]=2[CH:20]=1.Cl.N1C=CC=CC=1.C(OC(O)C)C.C(=O)([O-])[O-].[Na+].[Na+].Cl>O>[CH3:13][O:12][C:9]1[CH:10]=[C:11]2[C:6](=[CH:7][C:8]=1[O:14][CH3:15])[N:5]=[CH:4][C:3]([C:16]#[N:17])=[C:2]2[NH:18][C:19]1[CH:28]=[CH:27][C:22]2[NH:23][C:24](=[O:26])[S:25][C:21]=2[CH:20]=1 |f:2.3,5.6.7|. Reported procedure: A mixture of 0.249 g of 4-chloro-6,7-dimethoxy-quinolin-3-carbonitrile, 0.166 g of 6-amino-2-benzothiazolinone, 0.020 g of pyridine hydrochloride, and 10 ml of ethoxyethanol was stirred under nitrogen, at reflux temperature for 20 minutes. The mixture was cooled and added to 40 ml of water. To this mixture was added sodium carbonate and concentrated hydrochloric acid to adjust pH to 7. The product was collected, washed with water, and dried to give 0.326 g of 6,7-dimethoxy-4-(2-oxo-2,3-dihydro-b... Starting materials: BrB(Br)Br, COc1ccc(C=Cn2c(=O)sc3ccccc32)cc1, ClCCl, [Na+], O=C([O-])O. Product: O=c1sc2ccccc2n1C=Cc1ccc(O)cc1. As a reaction SMILES: [B:21]([Br:22])([Br:23])[Br:24].[CH3:1][O:2][c:3]1[cH:4][cH:5][c:6]([CH:7]=[CH:8][n:9]2[c:10](=[O:18])[s:11][c:12]3[c:13]2[cH:14][cH:15][cH:16][cH:17]3)[cH:19][cH:20]1.[Cl:30][CH2:31][Cl:32].[Na+:29].[O-:25][C:26]([OH:27])=[O:28]>>[OH:2][c:3]1[cH:4][cH:5][c:6]([CH:7]=[CH:8][n:9]2[c:10](=[O:18])[s:11][c:12]3[c:13]2[cH:14][cH:15][cH:16][cH:17]3)[cH:19][cH:20]1.